From a dataset of the Open Reaction Database (ORD), a public repository of structured organic reaction records. describe an organic reaction: reactants, conditions, products, and yield Yields the product COc1cccc2ncc(S)cc12. The reactants are COc1cccc2ncc(S(C)=O)cc12, ClCCl, O=C(OC(=O)C(F)(F)F)C(F)(F)F. Reaction SMILES: [CH3:1][S:2](=[O:3])[c:4]1[cH:5][n:6][c:7]2[cH:8][cH:9][cH:10][c:11]([O:14][CH3:15])[c:12]2[cH:13]1.[Cl:29][CH2:30][Cl:31].[F:16][C:17]([F:18])([F:19])[C:20]([O:21][C:22](=[O:23])[C:24]([F:25])([F:26])[F:27])=[O:28]>>[SH:2][c:4]1[cH:5][n:6][c:7]2[cH:8][cH:9][cH:10][c:11]([O:14][CH3:15])[c:12]2[cH:13]1. Reactants: BrC1=CC2=CN(N=C2C(=C1)C(C)OCC1(CCN(CC1)C(=O)OC(C)(C)C)C1=CC=C(C=C1)F)COCC[Si](C)(C)C ((±)-tert-Butyl 4-((1-(5-bromo-2-((2-(trimethylsilyl)ethoxy)methyl)-2H-indazol-7-yl)ethoxy)methyl)-4-(4-fluorophenyl)piperidine-1-carboxylate), C(#N)[Zn] (cyanozinc). The reagents and catalysts are [Pd].C1(=CC=CC=C1)P(C1=CC=CC=C1)C1=CC=CC=C1.C1(=CC=CC=C1)P(C1=CC=CC=C1)C1=CC=CC=C1.C1(=CC=CC=C1)P(C1=CC=CC=C1)C1=CC=CC=C1.C1(=CC=CC=C1)P(C1=CC=CC=C1)C1=CC=CC=C1 (tetrakis(triphenylphosphine) palladium(0)). Solvent: CN(C=O)C (N,N-dimethylformamide). Reaction conditions: temperature 120 celsius. The product is C(#N)C1=CC2=CN(N=C2C(=C1)C(C)OCC1(CCN(CC1)C(=O)OC(C)(C)C)C1=CC=C(C=C1)F)COCC[Si](C)(C)C ((±)-tert-Butyl 4-((1-(5-cyano-2-((2-(trimethylsilyl)ethoxy)methyl)-2H-indazol-7-yl)ethoxy)methyl)-4-(4-fluorophenyl)piperidine-1-carboxylate). RXN SMILES: Br[C:2]1[CH:10]=[C:9]([CH:11]([O:13][CH2:14][C:15]2([C:28]3[CH:33]=[CH:32][C:31]([F:34])=[CH:30][CH:29]=3)[CH2:20][CH2:19][N:18]([C:21]([O:23][C:24]([CH3:27])([CH3:26])[CH3:25])=[O:22])[CH2:17][CH2:16]2)[CH3:12])[C:8]2[C:4](=[CH:5][N:6]([CH2:35][O:36][CH2:37][CH2:38][Si:39]([CH3:42])([CH3:41])[CH3:40])[N:7]=2)[CH:3]=1.[C:43]([Zn])#[N:44]>CN(C)C=O.[Pd].C1(P(C2C=CC=CC=2)C2C=CC=CC=2)C=CC=CC=1.C1(P(C2C=CC=CC=2)C2C=CC=CC=2)C=CC=CC=1.C1(P(C2C=CC=CC=2)C2C=CC=CC=2)C=CC=CC=1.C1(P(C2C=CC=CC=2)C2C=CC=CC=2)C=CC=CC=1>[C:43]([C:2]1[CH:10]=[C:9]([CH:11]([O:13][CH2:14][C:15]2([C:28]3[CH:29]=[CH:30][C:31]([F:34])=[CH:32][CH:33]=3)[CH2:20][CH2:19][N:18]([C:21]([O:23][C:24]([CH3:25])([CH3:27])[CH3:26])=[O:22])[CH2:17][CH2:16]2)[CH3:12])[C:8]2[C:4](=[CH:5][N:6]([CH2:35][O:36][CH2:37][CH2:38][Si:39]([CH3:40])([CH3:41])[CH3:42])[N:7]=2)[CH:3]=1)#[N:44] |f:3.4.5.6.7|. Reported procedure: (±)-tert-Butyl 4-((1-(5-bromo-2-((2-(trimethylsilyl)ethoxy)methyl)-2H-indazol-7-yl)ethoxy)methyl)-4-(4-fluorophenyl)piperidine-1-carboxylate (75 mg, 0. 113 mmol), tetrakis(triphenylphosphine) palladium(0) (13.1 mg, 0.011 mmol) and cyanozinc (20.7 mg, 0.226 mmol) were combined in dry N,N-dimethylformamide (2 mL) in a microwave tube and sealed. After flushing the mixture with nitrogen, the mixture was heated at 120° C. for 1 h via microwave. After cooling to room temperature, the reaction mixture ... Starting materials: N1C=NC=C1 (imidazole), ethyldiamine, C1CCOC1 (THF), NC1=NC(N(C=C1)CCCCCC)=O (4-Amino-1-hexyl-1H-pyrimidin-2-one), N,N carbonyl diimidazole. The solvent is C(Cl)Cl (CH2Cl2). Run at time 16 hour. Yields the product NCCNC(=O)NC1=NC(N(C=C1)CCCCCC)=O (1-(2-Amino-ethyl)-3-(1-hexyl-2-oxo-1,2-dihydro-pyrimidin-4-yl)-urea). Isolated yield 82.0%. Reaction SMILES: [NH2:1][C:2]1[CH:7]=[CH:6][N:5]([CH2:8][CH2:9][CH2:10][CH2:11][CH2:12][CH3:13])[C:4](=[O:14])[N:3]=1.[NH:15]1[CH:19]=[CH:18][N:17]=[CH:16]1.C1C[O:23]CC1>C(Cl)Cl>[NH2:17][CH2:18][CH2:19][NH:15][C:16]([NH:1][C:2]1[CH:7]=[CH:6][N:5]([CH2:8][CH2:9][CH2:10][CH2:11][CH2:12][CH3:13])[C:4](=[O:14])[N:3]=1)=[O:23]. Procedure details: To a solution of 4-amino-1-hexyl-1H-pyrimidin-2-one (C) (0.10 g, 0.513 mmol) in dry CH2Cl2 (7 ml) was added N,N carbonyl diimidazole (0.131 g, 0.513 mmol) and the solution was stirred at room temperature for 16 h. The solvent was evaporated and the residue redissolved in dry chloroform Hexane was then added to precipitate the intermediate, which was dried in vacuo and used directly without further purification. To a solution of the resulting imidazole intermediate (0.100 g, 0.346 mmol) was added... Reactants: BrC=1C=C(C=C(C1OC1=CC(=C(C=C1)OC)CC1=CC=C(C=C1)F)Br)O (3,5-dibromo-4-[3′-(4-fluorobenzyl)-4′-methoxyphenoxy]phenol), ClCCl (dichloromethane), B(Br)(Br)Br (boron tribromide). Solvent: C(C)(=O)OCC (ethyl acetate). Run at time 8 hour. The product is BrC=1C=C(C=C(C1OC1=CC(=C(C=C1)O)CC1=CC=C(C=C1)F)Br)O (3,5-Dibromo-4-[3′-(4-fluorobenzyl)-4′-hydroxyphenoxy]phenol). Yield: 65.8%. Reaction SMILES: [Br:1][C:2]1[CH:3]=[C:4]([OH:26])[CH:5]=[C:6]([Br:25])[C:7]=1[O:8][C:9]1[CH:14]=[CH:13][C:12]([O:15]C)=[C:11]([CH2:17][C:18]2[CH:23]=[CH:22][C:21]([F:24])=[CH:20][CH:19]=2)[CH:10]=1.ClCCl.B(Br)(Br)Br>C(OCC)(=O)C>[Br:1][C:2]1[CH:3]=[C:4]([OH:26])[CH:5]=[C:6]([Br:25])[C:7]=1[O:8][C:9]1[CH:14]=[CH:13][C:12]([OH:15])=[C:11]([CH2:17][C:18]2[CH:19]=[CH:20][C:21]([F:24])=[CH:22][CH:23]=2)[CH:10]=1. Reported procedure: To a stirred solution of 3,5-dibromo-4-[3′-(4-fluorobenzyl)-4′-methoxyphenoxy]phenol (1.66 gm, 3.44 mmol), dichloromethane 100 mL, was added boron tribromide (8.6 mL, 8.60 mmol) in an ice/water bath. The reaction was stirred overnight under a nitrogen atmosphere. The reaction was diluted with ethyl acetate 60 mL, filtered and washed with water 2× with 10 mL and brine 3×10 mL. The ethyl acetate was dried over Na2SO4, filtered and concentrated under reduced pressure. 3,5-Dibromo-4-[3′-(4-fluoroben... The reactants are COCCOC, O, O, Cc1ccc(S(=O)(=O)O)cc1, OC(CCCn1ccnc1)c1ccc2ccccc2c1. Yields the product C(=Cc1ccc2ccccc2c1)CCn1ccnc1. As a reaction SMILES: [CH2:34]([CH2:35][O:36][CH3:37])[O:38][CH3:39].[OH2:21].[OH2:33].[c:22]1([CH3:23])[cH:24][cH:25][c:26]([S:27]([OH:28])(=[O:29])=[O:30])[cH:31][cH:32]1.[n:1]1([CH2:6][CH2:7][CH2:8][CH:9]([OH:10])[c:11]2[cH:12][c:13]3[cH:14][cH:15][cH:16][cH:17][c:18]3[cH:19][cH:20]2)[cH:2][n:3][cH:4][cH:5]1>>[n:1]1([CH2:6][CH2:7][CH:8]=[CH:9][c:11]2[cH:12][c:13]3[cH:14][cH:15][cH:16][cH:17][c:18]3[cH:19][cH:20]2)[cH:2][n:3][cH:4][cH:5]1. The reactants are [Si](C)(C)(C(C)(C)C)OC1=CC(=C(C=C1)B(O)O)C ((4-{[tert-butyl(dimethyl)silyl]oxy}-2-methylphenyl)boronic acid), BrC=1C(=C(COC2=NC=C(C=O)C=C2)C=CC1)C (6-[(3-bromo-2-methylbenzyl)oxy]nicotinaldehyde), C1(CCCCC1)P(C1=C(C=CC=C1)C1=C(C=CC=C1OC)OC)C1CCCCC1 (dicyclohexyl(2′,6′-dimethoxybiphenyl-2-yl)phosphine), P(=O)([O-])([O-])[O-].[K+].[K+].[K+] (tripotassium phosphate). The reagents and catalysts are C(C)(=O)[O-].[Pd+2].C(C)(=O)[O-] (palladium acetate). Run in O (water), C1(=CC=CC=C1)C (toluene). Reaction conditions: temperature 60 celsius. The product is [Si](C)(C)(C(C)(C)C)OC1=CC(=C(C=C1)C1=C(C(=CC=C1)COC1=NC=C(C=O)C=C1)C)C (6-[(4′-{[tert-butyl(dimethyl)silyl]oxy}-2,2′-dimethylbiphenyl-3-yl)methoxy]nicotinaldehyde). As a reaction SMILES: [Si:1]([O:8][C:9]1[CH:14]=[CH:13][C:12](B(O)O)=[C:11]([CH3:18])[CH:10]=1)([C:4]([CH3:7])([CH3:6])[CH3:5])([CH3:3])[CH3:2].Br[C:20]1[C:21]([CH3:36])=[C:22]([CH:33]=[CH:34][CH:35]=1)[CH2:23][O:24][C:25]1[CH:32]=[CH:31][C:28]([CH:29]=[O:30])=[CH:27][N:26]=1.C1(P(C2CCCCC2)C2C=CC=CC=2C2C(OC)=CC=CC=2OC)CCCCC1.P([O-])([O-])([O-])=O.[K+].[K+].[K+]>C([O-])(=O)C.[Pd+2].C([O-])(=O)C.O.C1(C)C=CC=CC=1>[Si:1]([O:8][C:9]1[CH:14]=[CH:13][C:12]([C:20]2[CH:35]=[CH:34][CH:33]=[C:22]([CH2:23][O:24][C:25]3[CH:32]=[CH:31][C:28]([CH:29]=[O:30])=[CH:27][N:26]=3)[C:21]=2[CH3:36])=[C:11]([CH3:18])[CH:10]=1)([C:4]([CH3:7])([CH3:6])[CH3:5])([CH3:3])[CH3:2] |f:3.4.5.6,7.8.9|. Procedure details: In an atmosphere of nitrogen, a mixture of (4-{[tert-butyl(dimethyl)silyl]oxy}-2-methylphenyl)boronic acid, 6-[(3-bromo-2-methylbenzyl)oxy]nicotinaldehyde, palladium acetate, dicyclohexyl(2′,6′-dimethoxybiphenyl-2-yl)phosphine, tripotassium phosphate, toluene and water was stirred with heating at 60° C. for 2 days to obtain 6-[(4′-{[tert-butyl(dimethyl)silyl]oxy}-2,2′-dimethylbiphenyl-3-yl)methoxy]nicotinaldehyde. Reactants: CCOC(C)=O, Cc1ccc(Cl)cc1C(OCCOS(C)(=O)=O)C1CCCN(C(=O)OC(C)(C)C)C1, [N-]=[N+]=[N-], [Na+], CN(C)C=O. The product is Cc1ccc(Cl)cc1C(OCCN=[N+]=[N-])C1CCCN(C(=O)OC(C)(C)C)C1. RXN SMILES: [CH3:40][CH2:41][O:42][C:43]([CH3:44])=[O:45].[Cl:1][c:2]1[cH:3][cH:4][c:5]([CH3:30])[c:6]([CH:8]([CH:9]2[CH2:10][N:11]([C:15](=[O:16])[O:17][C:18]([CH3:19])([CH3:20])[CH3:21])[CH2:12][CH2:13][CH2:14]2)[O:22][CH2:23][CH2:24][O:25][S:26]([CH3:27])(=[O:28])=[O:29])[cH:7]1.[N-:31]=[N+:32]=[N-:33].[Na+:34].[O:35]=[CH:36][N:37]([CH3:38])[CH3:39]>>[Cl:1][c:2]1[cH:3][cH:4][c:5]([CH3:30])[c:6]([CH:8]([CH:9]2[CH2:10][N:11]([C:15](=[O:16])[O:17][C:18]([CH3:19])([CH3:20])[CH3:21])[CH2:12][CH2:13][CH2:14]2)[O:22][CH2:23][CH2:24][N:31]=[N+:32]=[N-:33])[cH:7]1.